This data is from the Open Reaction Database (ORD), a public repository of structured organic reaction records. The task is: describe an organic reaction: reactants, conditions, products, and yield Reported procedure: The mixture of (4R)-4-methyl-4-(6-(spiro[5.5]undecan-3-yloxy)naphthalen-2-yl)oxazolidin-2-one (324 mg, 0.000823 mol) and lithium hydroxide (294 mg, 0.0123 mol) in ethanol (7.1 mL, 0.12 mol) and water (2.4 mL, 0.13 mol) was heated to reflux for overnight. The solvent was removed under vacuum and the residue was partitioned between water/CH2Cl2. The aqueous was extensively extracted with CH2Cl2 and the combined organic phase was dried over Na2SO4. The concentrated residue was taken up into methyle... Isolated yield 31.2%. Yields the product N[C@](CO)(C)C1=CC2=CC=C(C=C2C=C1)OC1CCC2(CC1)CCCCC2 ((2R)-2-amino-2-(6-(spiro[5.5]undecan-3-yloxy)naphthalen-2-yl)propan-1-ol). Reactants: C[C@@]1(NC(OC1)=O)C1=CC2=CC=C(C=C2C=C1)OC1CCC2(CC1)CCCCC2 ((4R)-4-methyl-4-(6-(spiro[5.5]undecan-3-yloxy)naphthalen-2-yl)oxazolidin-2-one), [OH-].[Li+] (lithium hydroxide), C(C)O (ethanol), O (water). RXN SMILES: [CH3:1][C@@:2]1([C:8]2[CH:17]=[CH:16][C:15]3[C:10](=[CH:11][CH:12]=[C:13]([O:18][CH:19]4[CH2:24][CH2:23][C:22]5([CH2:29][CH2:28][CH2:27][CH2:26][CH2:25]5)[CH2:21][CH2:20]4)[CH:14]=3)[CH:9]=2)[CH2:6][O:5]C(=O)[NH:3]1.[OH-].[Li+].C(O)C.O>>[NH2:3][C@@:2]([C:8]1[CH:17]=[CH:16][C:15]2[C:10](=[CH:11][CH:12]=[C:13]([O:18][CH:19]3[CH2:24][CH2:23][C:22]4([CH2:29][CH2:28][CH2:27][CH2:26][CH2:25]4)[CH2:21][CH2:20]3)[CH:14]=2)[CH:9]=1)([CH3:1])[CH2:6][OH:5] |f:1.2|.